From a dataset of the Open Reaction Database (ORD), a public repository of structured organic reaction records. describe an organic reaction: reactants, conditions, products, and yield Reactants: N12CCCCCC2=NCCC1 (1,8-diazabicyclo [5.4.0] undec-7-ene), COC(=O)C=1C(=C(C=CC1)N)C1=CC=C(C=C1)C=1SC=CC1NS(=O)(=O)C(C)C (6-amino-4′-[3-(propane-2-sulfonylamino)-thiophen-2-yl]-biphenyl-2-carboxylic acid methyl ester), C(C)(C)S(=O)(=O)Cl (isopropylsulfonyl chloride). Solvent: ClCCl (dichloromethane). Yields the product COC(=O)C=1C(=C(C=CC1)NS(=O)(=O)C(C)C)C1=CC=C(C=C1)C=1SC=CC1NS(=O)(=O)C(C)C (6-(propane-2-sulfonylamino)-4′-[3-(propane-2-sulfonylamino)-thiophen-2-yl]-biphenyl-2-carboxylic acid methyl ester). Yield: 19.4%. Reaction SMILES: N12CCCN=C1CCCCC2.[CH3:12][O:13][C:14]([C:16]1[C:17]([C:23]2[CH:28]=[CH:27][C:26]([C:29]3[S:30][CH:31]=[CH:32][C:33]=3[NH:34][S:35]([CH:38]([CH3:40])[CH3:39])(=[O:37])=[O:36])=[CH:25][CH:24]=2)=[C:18]([NH2:22])[CH:19]=[CH:20][CH:21]=1)=[O:15].[CH:41]([S:44](Cl)(=[O:46])=[O:45])([CH3:43])[CH3:42]>ClCCl>[CH3:12][O:13][C:14]([C:16]1[C:17]([C:23]2[CH:24]=[CH:25][C:26]([C:29]3[S:30][CH:31]=[CH:32][C:33]=3[NH:34][S:35]([CH:38]([CH3:40])[CH3:39])(=[O:37])=[O:36])=[CH:27][CH:28]=2)=[C:18]([NH:22][S:44]([CH:41]([CH3:43])[CH3:42])(=[O:46])=[O:45])[CH:19]=[CH:20][CH:21]=1)=[O:15]. Reported procedure: Add 1,8-diazabicyclo [5.4.0] undec-7-ene (DBU) drop wise (0.51 mL, 3.6 mmol) to a suspension of 6-amino-4′-[3-(propane-2-sulfonylamino)-thiophen-2-yl]-biphenyl-2-carboxylic acid methyl ester (208 mg 0.48 mmol) in dichloromethane (9 ml) at 0° C., followed by drop wise addition of isopropylsulfonyl chloride (0.21 mL, 0.9 mmol) and stir the reaction at room temperature overnight. Remove solvent under reduced pressure. Purify with flash chromatography (Silica gel-hexane/EtOAc). Concentrate the desir... Reactants: OC1=C(SC(=C1C)C)C(=O)OC (methyl 3-hydroxy-4,5-dimethylthiophene-2-carboxylate), C([O-])([O-])=O.[K+].[K+] (potassium carbonate), S(=O)(=O)(OC)OC (Dimethyl sulphate). Run in CC(=O)C (acetone). Run at time 1 hour. Product: CC=1C(=C(SC1C)C(=O)OC)OC (Methyl 4,5-dimethyl-3-methoxythiophene-2-carboxylate). As a reaction SMILES: [OH:1][C:2]1[C:6]([CH3:7])=[C:5]([CH3:8])[S:4][C:3]=1[C:9]([O:11][CH3:12])=[O:10].[C:13](=O)([O-])[O-].[K+].[K+].S(OC)(OC)(=O)=O>CC(C)=O>[CH3:7][C:6]1[C:2]([O:1][CH3:13])=[C:3]([C:9]([O:11][CH3:12])=[O:10])[S:4][C:5]=1[CH3:8] |f:1.2.3|. Procedure details: To a solution of methyl 3-hydroxy-4,5-dimethylthiophene-2-carboxylate (Preparation 1) (29.7 g, 160 mmol) in anhydrous acetone (500 ml) was added anhydrous potassium carbonate (24.5 g, 178 mmol) and the mixture stirred for 1 hour at room temperature. Dimethyl sulphate (22.4 g, 178 mmol) was added and the mixture stirred under reflux for 2.5 hours. The solvent was evaporated under reduced pressure and the residue partitioned between water and ethyl acetate. The organic phase was washed with brine,...